Dataset: the Open Reaction Database (ORD), a public repository of structured organic reaction records. Task: describe an organic reaction: reactants, conditions, products, and yield Starting materials: C(C)(C)(C)OC(N[C@@H](CC(=O)N1CC=2N(CC1)C(=NC2C(=O)N2CCOCC2)C(F)(F)F)CC2=C(C=C(C(=C2)F)F)F)=O ((R)-[3-[1-(morpholine-4-carbonyl)-3-trifluoromethyl-5,6-dihydro-8H-imidazo[1,5-a]pyrazin-7-yl]-3-oxo-1-(2,4,5-trifluoro-benzyl)-propyl]-carbamic acid tert-butyl ester), Cl (hydrochloric acid). Solvent: C(C)(=O)OCC (ethyl acetate), C(C)(=O)OCC (ethyl acetate). The product is Cl.N[C@@H](CC(=O)N1CC=2N(CC1)C(=NC2C(=O)N2CCOCC2)C(F)(F)F)CC2=C(C=C(C(=C2)F)F)F ((R)-3-amino-1-[1-(morpholine-4-carbonyl)-3-trifluoromethyl-5,6-dihydro-8H-imidazo[1,5-a]pyrazin-7-yl]-4-(2,4,5-trifluoro-phenyl)-butan-1-one hydrochloride). As a reaction SMILES: C(OC(=O)[NH:7][C@H:8]([CH2:33][C:34]1[CH:39]=[C:38]([F:40])[C:37]([F:41])=[CH:36][C:35]=1[F:42])[CH2:9][C:10]([N:12]1[CH2:17][CH2:16][N:15]2[C:18]([C:29]([F:32])([F:31])[F:30])=[N:19][C:20]([C:21]([N:23]3[CH2:28][CH2:27][O:26][CH2:25][CH2:24]3)=[O:22])=[C:14]2[CH2:13]1)=[O:11])(C)(C)C.[ClH:44]>C(OCC)(=O)C>[ClH:44].[NH2:7][C@H:8]([CH2:33][C:34]1[CH:39]=[C:38]([F:40])[C:37]([F:41])=[CH:36][C:35]=1[F:42])[CH2:9][C:10]([N:12]1[CH2:17][CH2:16][N:15]2[C:18]([C:29]([F:30])([F:32])[F:31])=[N:19][C:20]([C:21]([N:23]3[CH2:28][CH2:27][O:26][CH2:25][CH2:24]3)=[O:22])=[C:14]2[CH2:13]1)=[O:11] |f:3.4|. Reported procedure: (R)-[3-[1-(Morpholine-4-carbonyl)-3-trifluoromethyl-5,6-dihydro-8H-imidazo[1,5-a]pyrazin-7-yl]-3-oxo-1-(2,4,5-trifluoro-benzyl)-propyl]-carbamic acid tert-butyl ester 3a (0.07 g, 0.11 mmol) was dissolved in a little ethyl acetate. A solution of 3.1N hydrochloric acid in 6 mL of ethyl acetate was then added to the solution. The reaction mixture was reacted at room temperature for 4 hours and monitored by thin layer chromatography until the disappearance of the starting materials. The reaction mix... Starting materials: COC(=O)c1csc(NC(=O)C(Cc2ccccc2C(F)(F)F)N2C(=O)NC(c3ccc(SC)cc3)C2=O)n1, ClCCl, O=C(OO)c1cccc(Cl)c1. Product: COC(=O)c1csc(NC(=O)C(Cc2ccccc2C(F)(F)F)N2C(=O)NC(c3ccc(S(C)=O)cc3)C2=O)n1. RXN SMILES: [CH3:1][O:2][C:3](=[O:4])[c:5]1[n:6][c:7]([NH:10][C:11]([CH:12]([CH2:13][c:14]2[c:15]([C:20]([F:21])([F:22])[F:23])[cH:16][cH:17][cH:18][cH:19]2)[N:24]2[C:25](=[O:38])[NH:26][CH:27]([c:30]3[cH:31][cH:32][c:33]([S:36][CH3:37])[cH:34][cH:35]3)[C:28]2=[O:29])=[O:39])[s:8][cH:9]1.[Cl:51][CH2:52][Cl:53].[OH:40][O:41][C:42]([c:43]1[cH:44][c:45]([Cl:46])[cH:47][cH:48][cH:49]1)=[O:50]>>[CH3:1][O:2][C:3](=[O:4])[c:5]1[n:6][c:7]([NH:10][C:11]([CH:12]([CH2:13][c:14]2[c:15]([C:20]([F:21])([F:22])[F:23])[cH:16][cH:17][cH:18][cH:19]2)[N:24]2[C:25](=[O:38])[NH:26][CH:27]([c:30]3[cH:31][cH:32][c:33]([S:36]([CH3:37])=[O:40])[cH:34][cH:35]3)[C:28]2=[O:29])=[O:39])[s:8][cH:9]1. Reactants: CCNCc1cc(C(F)(F)F)ccc1Oc1cccc(CC(=O)OC)c1, CS(=O)(=O)c1ccc(S(=O)(=O)Cl)cc1. Yields the product CCN(Cc1cc(C(F)(F)F)ccc1Oc1cccc(CC(=O)OC)c1)S(=O)(=O)c1ccc(S(C)(=O)=O)cc1. As a reaction SMILES: [CH3:1][O:2][C:3]([CH2:4][c:5]1[cH:6][c:7]([O:11][c:12]2[c:13]([CH2:22][NH:23][CH2:24][CH3:25])[cH:14][c:15]([C:18]([F:19])([F:20])[F:21])[cH:16][cH:17]2)[cH:8][cH:9][cH:10]1)=[O:26].[CH3:27][S:28](=[O:29])(=[O:30])[c:31]1[cH:32][cH:33][c:34]([S:37](=[O:38])(=[O:39])[Cl:40])[cH:35][cH:36]1>>[CH3:1][O:2][C:3]([CH2:4][c:5]1[cH:6][c:7]([O:11][c:12]2[c:13]([CH2:22][N:23]([CH2:24][CH3:25])[S:37]([c:34]3[cH:33][cH:32][c:31]([S:28]([CH3:27])(=[O:29])=[O:30])[cH:36][cH:35]3)(=[O:38])=[O:39])[cH:14][c:15]([C:18]([F:19])([F:20])[F:21])[cH:16][cH:17]2)[cH:8][cH:9][cH:10]1)=[O:26].